From a dataset of the Open Reaction Database (ORD), a public repository of structured organic reaction records. describe an organic reaction: reactants, conditions, products, and yield Reactants: COc1ccc(P2(=S)SP(=S)(c3ccc(OC)cc3)S2)cc1, CN(C)P(=O)(N(C)C)N(C)C, O=C1CC=C(c2ccccc2F)c2cc(Cl)ccc2N1, O. The product is Fc1ccccc1C1=CCC(=S)Nc2ccc(Cl)cc21. RXN SMILES: [CH3:21][O:22][c:23]1[cH:24][cH:25][c:26]([P:27]2(=[S:28])[S:29][P:31](=[S:32])([c:33]3[cH:34][cH:35][c:36]([O:37][CH3:38])[cH:39][cH:40]3)[S:30]2)[cH:41][cH:42]1.[CH3:44][N:45]([CH3:46])[P:47](=[O:48])([N:49]([CH3:50])[CH3:51])[N:52]([CH3:53])[CH3:54].[Cl:1][c:2]1[cH:3][cH:4][c:5]2[c:6]([cH:20]1)[C:7]([c:13]1[c:14]([F:19])[cH:15][cH:16][cH:17][cH:18]1)=[CH:8][CH2:9][C:10](=[O:12])[NH:11]2.[OH2:43]>>[Cl:1][c:2]1[cH:3][cH:4][c:5]2[c:6]([cH:20]1)[C:7]([c:13]1[c:14]([F:19])[cH:15][cH:16][cH:17][cH:18]1)=[CH:8][CH2:9][C:10](=[S:30])[NH:11]2. Reactants: BrC=1C(N(C(=CC1OCC1=C(C=C(C=C1)F)F)C)C1=C(C(=O)OC)C=CC(=C1)C(=O)NC)=O (methyl 2-[3-bromo-4-[(2,4-difluorobenzyl)oxy]-6-methyl-2-oxopyridin-1(2H)-yl]-4-[(methylamino)carbonyl]benzoate), [OH-].[Na+] (sodium hydroxide), C(C)#N.O (acetonitrile water), Cl (hydrochloric acid). Solvent: C1CCOC1 (THF), C(C)(=O)OCC (ethyl acetate). Run at temperature 60 celsius. Product: BrC=1C(N(C(=CC1OCC1=C(C=C(C=C1)F)F)C)C1=C(C(=O)O)C=CC(=C1)C(=O)NC)=O (2-[3-bromo-4-[(2,4-difluorobenzyl)oxy]-6-methyl-2-oxopyridin-1(2H)-yl]-4-[(methylamino)carbonyl]benzoic acid). RXN SMILES: [Br:1][C:2]1[C:3](=[O:33])[N:4]([C:19]2[CH:28]=[C:27]([C:29]([NH:31][CH3:32])=[O:30])[CH:26]=[CH:25][C:20]=2[C:21]([O:23]C)=[O:22])[C:5]([CH3:18])=[CH:6][C:7]=1[O:8][CH2:9][C:10]1[CH:15]=[CH:14][C:13]([F:16])=[CH:12][C:11]=1[F:17].[OH-].[Na+].Cl.C(#N)C.O>C1COCC1.C(OCC)(=O)C>[Br:1][C:2]1[C:3](=[O:33])[N:4]([C:19]2[CH:28]=[C:27]([C:29]([NH:31][CH3:32])=[O:30])[CH:26]=[CH:25][C:20]=2[C:21]([OH:23])=[O:22])[C:5]([CH3:18])=[CH:6][C:7]=1[O:8][CH2:9][C:10]1[CH:15]=[CH:14][C:13]([F:16])=[CH:12][C:11]=1[F:17] |f:1.2,4.5|. Procedure details: To a room temperature solution of methyl 2-[3-bromo-4-[(2,4-difluorobenzyl)oxy]-6-methyl-2-oxopyridin-1(2H)-yl]-4-[(methylamino)carbonyl]benzoate (1.05 g, 2.02 mmol) in THF (10.0 mL) was added dropwise an aqueous solution of sodium hydroxide (3.0 M, 3.5 mL, 10 mmol). The reaction was then heated to 60° C. for 8.0 hours. The resulting suspension was then diluted with 500 mL of ethyl acetate and neutralized with an aqueous solution of hydrochloric acid (2.0 N, 5.0 mL, 10 mmol). The resulting bipha... The reagents and catalysts are [Pd] (palladium-on-carbon). Run in C(C)O (ethanol). Procedure details: 0.50 Parts of 2-(2,2-diphenyl-4-pentenyl)-1-azabicyclo[2.2.2]octane is dissolved in 50 parts by volume of ethanol. This solution is then added to a Parr hydrogenation bottle which contains 0.05 parts of 5% palladium-on-carbon. The mixture is hydrogenated at room temperature and atmosphere pressure using a 50 ml buret to measure hydrogen uptake. After the hydrogenation is completed the catalyst is removed by filtration. The solution is then stripped in vacuo to afford a gum. Crystallization of th... The reactants are C1(=CC=CC=C1)C(CC1N2CCC(C1)CC2)(CC=C)C2=CC=CC=C2 (2-(2,2-diphenyl-4-pentenyl)-1-azabicyclo[2.2.2]octane), [H][H] (hydrogen). Product: C1(=CC=CC=C1)C(CC1N2CCC(C1)CC2)(CCC)C2=CC=CC=C2 (2-(2,2-diphenylpentyl)-1-azabicyclo[2.2.2]octane). Reaction SMILES: [C:1]1([C:7]([C:20]2[CH:25]=[CH:24][CH:23]=[CH:22][CH:21]=2)([CH2:17][CH:18]=[CH2:19])[CH2:8][CH:9]2[CH2:14][CH:13]3[CH2:15][CH2:16][N:10]2[CH2:11][CH2:12]3)[CH:6]=[CH:5][CH:4]=[CH:3][CH:2]=1.[H][H]>C(O)C.[Pd]>[C:20]1([C:7]([C:1]2[CH:2]=[CH:3][CH:4]=[CH:5][CH:6]=2)([CH2:17][CH2:18][CH3:19])[CH2:8][CH:9]2[CH2:14][CH:13]3[CH2:15][CH2:16][N:10]2[CH2:11][CH2:12]3)[CH:21]=[CH:22][CH:23]=[CH:24][CH:25]=1. The reactants are CSC1=CC=C(C=C1)CC(=O)O (4-(methylmercapto)phenyl acetic acid), CO (methanol). Solvent: O1CCCC1 (tetrahydrofuran). Yields the product CSC1=CC=C(C=C1)CCO (2-[4-(methylmercapto)phenyl]-1-ethanol). The yield is 86.4%. Reaction SMILES: [CH3:1][S:2][C:3]1[CH:8]=[CH:7][C:6]([CH2:9][C:10](O)=[O:11])=[CH:5][CH:4]=1.CO>O1CCCC1>[CH3:1][S:2][C:3]1[CH:8]=[CH:7][C:6]([CH2:9][CH2:10][OH:11])=[CH:5][CH:4]=1. Reported procedure: 5.5 ml 1 M borane-tetrahydrofuiran complex was slowly added to a solution of 1 g (5.5 mmole) 4-(methylmercapto)phenyl acetic acid in 5 ml tetrahydrofuran at −10° C. The reaction mixture was allowed to reach room temperature and the reaction was followed by TLC. After completion 10 ml methanol was added and the solvents were evaporated. Diethyl ether and 2 M sodium hydroxide was added, the phases were separated, the organic phase was dried, filtered and evaporated in vacuo to give 0.8 g (yield 84... Reactants: CN(C)C=O, CC1OC1(Cn1cncn1)c1ccc(F)cc1F, O=c1[nH]ncn1-c1ccc(C(F)(F)F)cc1, [H-], [Na+], O. The product is CC(n1ncn(-c2ccc(C(F)(F)F)cc2)c1=O)C(O)(Cn1cncn1)c1ccc(F)cc1F. As a reaction SMILES: [CH3:3][N:4]([CH3:5])[CH:6]=[O:7].[F:24][c:25]1[c:26]([C:32]2([CH2:36][n:37]3[n:38][cH:39][n:40][cH:41]3)[O:33][CH:34]2[CH3:35])[cH:27][cH:28][c:29]([F:31])[cH:30]1.[F:8][C:9]([c:10]1[cH:11][cH:12][c:13](-[n:16]2[c:17](=[O:21])[nH:18][n:19][cH:20]2)[cH:14][cH:15]1)([F:22])[F:23].[H-:1].[Na+:2].[OH2:42]>>[F:8][C:9]([c:10]1[cH:11][cH:12][c:13](-[n:16]2[c:17](=[O:21])[n:18]([CH:34]([C:32]([c:26]3[c:25]([F:24])[cH:30][c:29]([F:31])[cH:28][cH:27]3)([OH:33])[CH2:36][n:37]3[n:38][cH:39][n:40][cH:41]3)[CH3:35])[n:19][cH:20]2)[cH:14][cH:15]1)([F:22])[F:23]. Starting materials: [N+](=O)([O-])C=1C=NC(=NC1)N (5-nitro-pyrimidin-2-ylamine), BrC=1C=CC(=NC1)C(=O)N1CCN(CC1)CCO ((5-Bromo-Pyridin-2-yl)-[4-(2-Hydroxy-Ethyl)-Piperazin-1-yl]-Methanone), CC1(C2=C(C(=CC=C2)P(C3=CC=CC=C3)C4=CC=CC=C4)OC5=C(C=CC=C51)P(C6=CC=CC=C6)C7=CC=CC=C7)C (Xantphos), C([O-])([O-])=O.[Cs+].[Cs+] (cesium carbonate). The reagents and catalysts are CC(=O)[O-].CC(=O)[O-].[Pd+2] (Pd(OAc)2). Run in O1CCOCC1 (dioxane). Product: OCCN1CCN(CC1)C(=O)C1=NC=C(C=C1)NC1=NC=C(C=N1)[N+](=O)[O-] ([4-(2-Hydroxy-Ethyl)-Piperazin-1-yl]-[5-(5-Nitro-Pyrimidine-2-ylamino)-Pyridin-2yl]-Methanone). The yield is 39.5%. Reaction SMILES: [N+:1]([C:4]1[CH:5]=[N:6][C:7]([NH2:10])=[N:8][CH:9]=1)([O-:3])=[O:2].Br[C:12]1[CH:13]=[CH:14][C:15]([C:18]([N:20]2[CH2:25][CH2:24][N:23]([CH2:26][CH2:27][OH:28])[CH2:22][CH2:21]2)=[O:19])=[N:16][CH:17]=1.CC1(C)C2C(=C(P(C3C=CC=CC=3)C3C=CC=CC=3)C=CC=2)OC2C(P(C3C=CC=CC=3)C3C=CC=CC=3)=CC=CC1=2.C(=O)([O-])[O-].[Cs+].[Cs+]>O1CCOCC1.CC([O-])=O.CC([O-])=O.[Pd+2]>[OH:28][CH2:27][CH2:26][N:23]1[CH2:22][CH2:21][N:20]([C:18]([C:15]2[CH:14]=[CH:13][C:12]([NH:10][C:7]3[N:8]=[CH:9][C:4]([N+:1]([O-:3])=[O:2])=[CH:5][N:6]=3)=[CH:17][N:16]=2)=[O:19])[CH2:25][CH2:24]1 |f:3.4.5,7.8.9|. Reported procedure: A mixture of 5-nitro-pyrimidin-2-ylamine (0.85 g, 6.1 mmol), intermediate 46 (Example 95) (2.5 g, 8.0 mmol), Pd(OAc)2 (0.40 g, 0.44 mmol), Xantphos (0.5 g, 0.86 mmol) and cesium carbonate (4.0 g, 12 mmol) was suspended in dioxane (30 mL) and heated at reflux under the argon atmosphere for 18 h. The mixture was allowed to cool to room temperature, filtered and washed with DCM. The filtrate was concentrated and the crude product purified by flash chromatography on silica gel (5% MeOH/DCM to 15% Me...